Dataset: the Open Reaction Database (ORD), a public repository of structured organic reaction records. Task: describe an organic reaction: reactants, conditions, products, and yield Reactants: CC(C(=O)O)CC(CC)C (2,4-Dimethylhexanoic acid), S(=O)(Cl)Cl (thionyl chloride), CO (methanol). Reaction conditions: time 8 hour. Product: CC(C(=O)OC)CC(CC)C (Methyl 2,4-dimethylhexanoate). RXN SMILES: [CH3:1][CH:2]([CH2:6][CH:7]([CH3:10])[CH2:8][CH3:9])[C:3]([OH:5])=[O:4].S(Cl)(Cl)=O.[CH3:15]O>>[CH3:1][CH:2]([CH2:6][CH:7]([CH3:10])[CH2:8][CH3:9])[C:3]([O:5][CH3:15])=[O:4]. Procedure: The product of part (i) above (385 mg) in methanol (10 ml) was treated dropwise with thionyl chloride 0.4 ml, 5.5 mmol) at 0° C. and then the solution was stood at room temperature overnight. The excess methanol was removed by distillation at atmospheric pressure, and the residue was distilled to give the title compound (216 mg), [α]19 +33° (liquid, 1=0.1 dm, d22 =0.871), lit1 [α]23 +D D 32.2° (liquid 1=0.2 dm), υmax (CHBr3) 1725 cm-1 (ester), δ(CDCl3) 3.67 (s, 3H, CO2CH3), 2.57 (m, 1H, CH2CHCH2...